Dataset: the Open Reaction Database (ORD), a public repository of structured organic reaction records. Task: describe an organic reaction: reactants, conditions, products, and yield Reactants: CC(=O)OC12CC3CC(CC(C3)C1)C2, C1CCCCC1, CCO, Oc1cccc2ccccc12, O=S(=O)(O)O. Yields the product Oc1c(C23CC4CC(CC(C4)C2)C3)ccc2ccccc12. RXN SMILES: [C:1]([O:2][C:5]12[CH2:6][CH:7]3[CH2:8][CH:9]([CH2:10][CH:11]([CH2:12]1)[CH2:13]3)[CH2:14]2)(=[O:3])[CH3:4].[CH2:34]1[CH2:35][CH2:36][CH2:37][CH2:38][CH2:39]1.[CH3:31][CH2:32][OH:33].[OH:20][c:21]1[cH:22][cH:23][cH:24][c:25]2[cH:26][cH:27][cH:28][cH:29][c:30]12.[S:15](=[O:16])(=[O:17])([OH:18])[OH:19]>>[C:5]12([c:22]3[c:21]([OH:20])[c:30]4[c:25]([cH:24][cH:23]3)[cH:26][cH:27][cH:28][cH:29]4)[CH2:6][CH:7]3[CH2:8][CH:9]([CH2:10][CH:11]([CH2:12]1)[CH2:13]3)[CH2:14]2.